Dataset: the Open Reaction Database (ORD), a public repository of structured organic reaction records. Task: describe an organic reaction: reactants, conditions, products, and yield Reactants: Cl (HCl), C(C)(C)(C)OC(NC1=CC=C(C=C1)CC1=NC=2N(C(N(C(C2N1)=O)CC1=CC=CC=C1)=O)CCCC)=O ([4-(1-Benzyl-3-butyl-2,6-dioxo-2,3,6,7-tetrahydro-1H-purin-8-ylmethyl)-phenyl]-carbamic acid tert-butyl ester), C([O-])(O)=O.[Na+] (sodium bicarbonate), O (water). Solvent: O1CCOCC1 (p-dioxane), [Cl-].[Na+].O (Brine), O1CCOCC1 (p-dioxane). Product: NC1=CC=C(CC2=NC=3N(C(N(C(C3N2)=O)CC2=CC=CC=C2)=O)CCCC)C=C1 (8-(4-amino-benzyl)-1-benzyl-3-butyl-3,7-dihydro-purine-2,6-dione). The yield is 99.3%. RXN SMILES: C(OC(=O)[NH:7][C:8]1[CH:13]=[CH:12][C:11]([CH2:14][C:15]2[NH:23][C:22]3[C:21](=[O:24])[N:20]([CH2:25][C:26]4[CH:31]=[CH:30][CH:29]=[CH:28][CH:27]=4)[C:19](=[O:32])[N:18]([CH2:33][CH2:34][CH2:35][CH3:36])[C:17]=3[N:16]=2)=[CH:10][CH:9]=1)(C)(C)C.Cl.O.C(=O)(O)[O-].[Na+]>O1CCOCC1.[Cl-].[Na+].O>[NH2:7][C:8]1[CH:9]=[CH:10][C:11]([CH2:14][C:15]2[NH:23][C:22]3[C:21](=[O:24])[N:20]([CH2:25][C:26]4[CH:31]=[CH:30][CH:29]=[CH:28][CH:27]=4)[C:19](=[O:32])[N:18]([CH2:33][CH2:34][CH2:35][CH3:36])[C:17]=3[N:16]=2)=[CH:12][CH:13]=1 |f:3.4,6.7.8|. Procedure details: [4-(1-Benzyl-3-butyl-2,6-dioxo-2,3,6,7-tetrahydro-1H-purin-8-ylmethyl)-phenyl]-carbamic acid tert-butyl ester (303 mg) was suspended in p-dioxane (3 mL) and 4M HCl in p-dioxane (Aldrich, 5 mL) added. After 17 h the reaction mixture was poured into water and the mixture cautiously neutralized with saturated aqueous sodium bicarbonate. Brine was added to the mixture which was then thoroughly extracted with dichloromethane. The combined organic extracts were dried (sodium sulfate) and concentrated ... The reactants are CC(C)(C)OC(=O)n1ccc2c3c(ccc21)NC(C(=O)n1ccc2c4c(ccc21)NC(C(=O)OCCc1ccc([N+](=O)[O-])cc1)C4)C3, O=C(O)C(F)(F)F. Product: O=C(OCCc1ccc([N+](=O)[O-])cc1)C1Cc2c(ccc3c2ccn3C(=O)C2Cc3c(ccc4[nH]ccc34)N2)N1. RXN SMILES: [C:1]([O:2][C:3](=[O:4])[n:8]1[cH:9][cH:10][c:11]2[c:12]3[c:16]([cH:17][cH:18][c:19]12)[NH:15][CH:14]([C:20](=[O:21])[n:22]1[cH:23][cH:24][c:25]2[c:26]4[c:30]([cH:31][cH:32][c:33]12)[NH:29][CH:28]([C:34](=[O:35])[O:36][CH2:37][CH2:38][c:39]1[cH:40][cH:41][c:42]([N+:45](=[O:46])[O-:47])[cH:43][cH:44]1)[CH2:27]4)[CH2:13]3)([CH3:5])([CH3:6])[CH3:7].[OH:48][C:49]([C:50]([F:51])([F:52])[F:53])=[O:54]>>[nH:8]1[cH:9][cH:10][c:11]2[c:12]3[c:16]([cH:17][cH:18][c:19]12)[NH:15][CH:14]([C:20](=[O:21])[n:22]1[cH:23][cH:24][c:25]2[c:26]4[c:30]([cH:31][cH:32][c:33]12)[NH:29][CH:28]([C:34](=[O:35])[O:36][CH2:37][CH2:38][c:39]1[cH:40][cH:41][c:42]([N+:45](=[O:46])[O-:47])[cH:43][cH:44]1)[CH2:27]4)[CH2:13]3. The reactants are O=C([O-])[O-], CN(C)C=O, CCOC(=O)Cc1ccc(-c2nc(COc3ccc(CCl)cc3OC)c(C)o2)cc1, [K+], [K+], O, O=Cc1cn(-c2ccccc2)nc1O. Product: CCOC(=O)Cc1ccc(-c2nc(COc3ccc(COc4nn(-c5ccccc5)cc4C=O)cc3OC)c(C)o2)cc1. Reaction SMILES: [C:45](=[O:46])([O-:47])[O-:48].[CH3:51][N:52]([CH3:53])[CH:54]=[O:55].[Cl:1][CH2:2][c:3]1[cH:4][c:5]([O:29][CH3:30])[c:6]([O:7][CH2:8][c:9]2[n:10][c:11](-[c:15]3[cH:16][cH:17][c:18]([CH2:21][C:22](=[O:23])[O:24][CH2:25][CH3:26])[cH:19][cH:20]3)[o:12][c:13]2[CH3:14])[cH:27][cH:28]1.[K+:49].[K+:50].[OH2:56].[OH:31][c:32]1[n:33][n:34](-[c:39]2[cH:40][cH:41][cH:42][cH:43][cH:44]2)[cH:35][c:36]1[CH:37]=[O:38]>>[CH2:2]([c:3]1[cH:4][c:5]([O:29][CH3:30])[c:6]([O:7][CH2:8][c:9]2[n:10][c:11](-[c:15]3[cH:16][cH:17][c:18]([CH2:21][C:22](=[O:23])[O:24][CH2:25][CH3:26])[cH:19][cH:20]3)[o:12][c:13]2[CH3:14])[cH:27][cH:28]1)[O:31][c:32]1[n:33][n:34](-[c:39]2[cH:40][cH:41][cH:42][cH:43][cH:44]2)[cH:35][c:36]1[CH:37]=[O:38]. Starting materials: CN(C)C=O, O=[N+]([O-])c1ccc(F)cc1, [H-], [Na+], c1cc(N2CCNCC2)ccn1. The product is O=[N+]([O-])c1ccc(N2CCN(c3ccncc3)CC2)cc1. RXN SMILES: [CH3:25][N:26]([CH3:27])[CH:28]=[O:29].[F:15][c:16]1[cH:17][cH:18][c:19]([N+:22](=[O:23])[O-:24])[cH:20][cH:21]1.[H-:1].[Na+:2].[n:3]1[cH:4][cH:5][c:6]([N:9]2[CH2:10][CH2:11][NH:12][CH2:13][CH2:14]2)[cH:7][cH:8]1>>[n:3]1[cH:4][cH:5][c:6]([N:9]2[CH2:10][CH2:11][N:12]([c:16]3[cH:17][cH:18][c:19]([N+:22](=[O:23])[O-:24])[cH:20][cH:21]3)[CH2:13][CH2:14]2)[cH:7][cH:8]1. Starting materials: C1CCOC1, O=CC(CC1CCCCC1)NC(=O)OCc1ccccc1, C[S+](C)(C)=O, [H-], [I-], [Na+]. Yields the product O=C(NC(CC1CCCCC1)C1CO1)OCc1ccccc1. Reaction SMILES: [CH2:30]1[O:31][CH2:32][CH2:33][CH2:34]1.[CH2:9]([c:10]1[cH:11][cH:12][cH:13][cH:14][cH:15]1)[O:16][C:17](=[O:18])[NH:19][CH:20]([CH:21]=[O:22])[CH2:23][CH:24]1[CH2:25][CH2:26][CH2:27][CH2:28][CH2:29]1.[CH3:4][S+:5]([CH3:6])([CH3:7])=[O:8].[H-:1].[I-:3].[Na+:2]>>[CH2:4]1[CH:21]([CH:20]([NH:19][C:17]([O:16][CH2:9][c:10]2[cH:11][cH:12][cH:13][cH:14][cH:15]2)=[O:18])[CH2:23][CH:24]2[CH2:25][CH2:26][CH2:27][CH2:28][CH2:29]2)[O:22]1. Starting materials: CC(=O)O[BH-](OC(C)=O)OC(C)=O, C=O, CC(=O)O, CC#N, CCOC(C)=O, O=[N+]([O-])c1ccc2c(c1)NCCCO2, [Na+], O. Yields the product CN1CCCOc2ccc([N+](=O)[O-])cc21. Reaction SMILES: [C:1]([O:2][BH-:3]([O:4][C:5](=[O:6])[CH3:7])[O:8][C:9](=[O:10])[CH3:11])(=[O:12])[CH3:13].[CH2:33]=[O:34].[CH3:29][C:30](=[O:31])[OH:32].[CH3:35][C:36]#[N:37].[CH3:39][CH2:40][O:41][C:42]([CH3:43])=[O:44].[N+:15](=[O:16])([O-:17])[c:18]1[cH:19][cH:20][c:21]2[c:22]([cH:28]1)[NH:23][CH2:24][CH2:25][CH2:26][O:27]2.[Na+:14].[OH2:38]>>[CH3:1][N:23]1[c:22]2[c:21]([cH:20][cH:19][c:18]([N+:15](=[O:16])[O-:17])[cH:28]2)[O:27][CH2:26][CH2:25][CH2:24]1. Starting materials: CN1C[C@@](C[C@@]2(C=3C=CC=C4NC=C(C[C@@H]12)C34)OC)(C)C3=NOC(=N3)C=3C=NC=C(C3)Br (6-methyl-8β-methyl-[5-(5-bromo-pyridin-3-yl)-1,2,4-oxadiazol-3-yl]-10α-methoxy-ergoline), CI (methyl iodide), [Na] (sodium). Solvent: CS(=O)C (dimethylsulphoxide), CS(=O)C (dimethylsulphoxide). Reaction conditions: time 30 minute. Yields the product CN1C=C2C[C@H]3N(C[C@@](C[C@@]3(C=3C=CC=C1C32)OC)(C)C3=NOC(=N3)C=3C=NC=C(C3)Br)C (1,6-Dimethyl-8β-methyl-[5-(5-bromo-pyridin-3-yl)-1,2,4-oxadiazol-3-yl]-10α-methoxy-ergoline). RXN SMILES: [CH3:1][N:2]1[C@H:16]2[C@@:6]([O:18][CH3:19])([C:7]3[CH:8]=[CH:9][CH:10]=[C:11]4[C:17]=3[C:14]([CH2:15]2)=[CH:13][NH:12]4)[CH2:5][C@@:4]([C:21]2[N:25]=[C:24]([C:26]3[CH:27]=[N:28][CH:29]=[C:30]([Br:32])[CH:31]=3)[O:23][N:22]=2)([CH3:20])[CH2:3]1.[Na].[CH3:34]I>CS(C)=O>[CH3:34][N:12]1[C:11]2[C:17]3[C:14]([CH2:15][C@@H:16]4[C@@:6]([O:18][CH3:19])([C:7]=3[CH:8]=[CH:9][CH:10]=2)[CH2:5][C@@:4]([C:21]2[N:25]=[C:24]([C:26]3[CH:27]=[N:28][CH:29]=[C:30]([Br:32])[CH:31]=3)[O:23][N:22]=2)([CH3:20])[CH2:3][N:2]4[CH3:1])=[CH:13]1 |^1:32|. Procedure: To a stirred solution of 2 g of 6-methyl-8β-methyl-[5-(5-bromo-pyridin-3-yl)-1,2,4-oxadiazol-3-yl]-10α-methoxy-ergoline in ml 30 of dimethylsulphoxide was added at room temperature, 0.5 g of finely ground sodium hydroxyde. After stirring for 30 mins., a solution of 0.9 g of methyl iodide in m 10 of dimethylsulphoxide was added and the stirring was continued for 1 hour. Starting materials: BrCBr (dibromomethane), C(O)([O-])=O.[Na+] (sodium hydrogencarbonate), [Si](C)(C)(C(C)(C)C)OC1C=C(C(C1)=O)C(C=C)C ((RS)-3-(1-methyl-2-propenyl)-4-oxocyclopent-2-en-1-yl t-butyldimethylsilyl ether), CCCCCC (hexane). The reagents and catalysts are [Ti](Cl)(Cl)(Cl)Cl (titanium tetrachloride), [Zn] (zinc). The solvent is O1CCCC1 (tetrahydrofuran), ClCCl (dichloromethane), ClCCl (dichloromethane), O (water). The product is [Si](C)(C)(C(C)(C)C)OC1C=C(C(C1)=C)C(C=C)C ((RS)-3-(1-methyl-2-propenyl)-4-methylidenecyclopent-2-en-1-yl t-butyldimethylsilyl ether). Isolated yield 61.0%. Reaction SMILES: BrCBr.[Si:4]([O:11][CH:12]1[CH2:16][C:15](=O)[C:14]([CH:18]([CH3:21])[CH:19]=[CH2:20])=[CH:13]1)([C:7]([CH3:10])([CH3:9])[CH3:8])([CH3:6])[CH3:5].[CH3:22]CCCCC.C(=O)([O-])O.[Na+]>O1CCCC1.ClCCl.O.[Zn].[Ti](Cl)(Cl)(Cl)Cl>[Si:4]([O:11][CH:12]1[CH2:16][C:15](=[CH2:22])[C:14]([CH:18]([CH3:21])[CH:19]=[CH2:20])=[CH:13]1)([C:7]([CH3:10])([CH3:9])[CH3:8])([CH3:6])[CH3:5] |f:3.4|. Reported procedure: A suspension prepared by suspending 3.7 g of zinc dust in 30 ml of tetrahydrofuran was mixed with 1.4 ml of dibromomethane in an atmosphere of argon at a temperature of -20° to -10° C. After stirring for fifteen minutes, 12.5 ml of a dichloromethane solution of 1M titanium tetrachloride was added dropwise to the suspension and stirred at the above temperatures for thirty minutes and at 4° C. for three days. A solution prepared by dissolving 3.33 g of (RS)-3-(1-methyl-2-propenyl)-4-oxocyclopent-2... Starting materials: C1COCCN1, CCN=C=NCCCN(C)C, CN1CCOCC1, O=C(O)c1c(-c2c(F)cccc2Cl)noc1-c1cnn(-c2cccc(Cl)c2)c1C(F)(F)F, CN(C)C=O, On1nnc2ccccc21. Yields the product O=C(c1c(-c2c(F)cccc2Cl)noc1-c1cnn(-c2cccc(Cl)c2)c1C(F)(F)F)N1CCOCC1. RXN SMILES: [CH2:33]1[CH2:34][O:35][CH2:36][CH2:37][NH:38]1.[CH3:49][CH2:50][N:51]=[C:52]=[N:53][CH2:54][CH2:55][CH2:56][N:57]([CH3:58])[CH3:59].[CH3:60][N:61]1[CH2:62][CH2:63][O:64][CH2:65][CH2:66]1.[Cl:1][c:2]1[c:3](-[c:9]2[n:10][o:11][c:12](-[c:17]3[cH:18][n:19][n:20](-[c:26]4[cH:27][c:28]([Cl:32])[cH:29][cH:30][cH:31]4)[c:21]3[C:22]([F:23])([F:24])[F:25])[c:13]2[C:14](=[O:15])[OH:16])[c:4]([F:8])[cH:5][cH:6][cH:7]1.[O:67]=[CH:68][N:69]([CH3:70])[CH3:71].[OH:39][n:40]1[c:41]2[c:42]([cH:43][cH:44][cH:45][cH:46]2)[n:47][n:48]1>>[Cl:1][c:2]1[c:3](-[c:9]2[n:10][o:11][c:12](-[c:17]3[cH:18][n:19][n:20](-[c:26]4[cH:27][c:28]([Cl:32])[cH:29][cH:30][cH:31]4)[c:21]3[C:22]([F:23])([F:24])[F:25])[c:13]2[C:14](=[O:16])[N:38]2[CH2:33][CH2:34][O:35][CH2:36][CH2:37]2)[c:4]([F:8])[cH:5][cH:6][cH:7]1. Starting materials: COC(C1=C(C=CC(=C1)CN(C(=O)OC(C)(C)C)C(=O)OC(C)(C)C)[N+](=O)[O-])=O (5-(di-tert-butoxycarbonylamino-methyl)-2-nitro-benzoic acid methyl ester), FC(C(=O)O)(F)F (trifluoroacetic acid), C([O-])(O)=O.[Na+] (sodium bicarbonate). Run in C(Cl)Cl (methylene chloride). Run at time 8 hour. The product is COC(C1=C(C=CC(=C1)CNC(=O)OC(C)(C)C)[N+](=O)[O-])=O (5-(tert-butoxycarbonylamino-methyl)-2-nitro-benzoic acid methyl ester). Reaction SMILES: [CH3:1][O:2][C:3](=[O:29])[C:4]1[CH:9]=[C:8]([CH2:10][N:11](C(OC(C)(C)C)=O)[C:12]([O:14][C:15]([CH3:18])([CH3:17])[CH3:16])=[O:13])[CH:7]=[CH:6][C:5]=1[N+:26]([O-:28])=[O:27].FC(F)(F)C(O)=O.C(=O)(O)[O-].[Na+]>C(Cl)Cl>[CH3:1][O:2][C:3](=[O:29])[C:4]1[CH:9]=[C:8]([CH2:10][NH:11][C:12]([O:14][C:15]([CH3:18])([CH3:16])[CH3:17])=[O:13])[CH:7]=[CH:6][C:5]=1[N+:26]([O-:28])=[O:27] |f:2.3|. Procedure details: To a stirred brown solution of 5-(di-tert-butoxycarbonylamino-methyl)-2-nitro-benzoic acid methyl ester (74.18 g, 180.7 mmol) in methylene chloride (700 mL) was added trifluoroacetic acid (26.2 mL, 352.4 mmol), and the mixture was stirred at room temp overnight. Sat. sodium bicarbonate (400 mL) was added to the solution, and the mixture was stirred for 10 minutes. The organic layer was separated, dried over magnesium sulfate, and evaporated to give 5-(tert-butoxycarbonylamino-methyl)-2-nitro-ben...